Dataset: the Open Reaction Database (ORD), a public repository of structured organic reaction records. Task: describe an organic reaction: reactants, conditions, products, and yield Reactants: CC(C)(C)OC(=O)N1CCC(=O)CC12CCC2, [BH3-]C#N, CC(=O)[O-], CO, [NH4+], [Na+]. Yields the product CC(C)(C)OC(=O)N1CCC(N)CC12CCC2. RXN SMILES: [C:1]([CH3:2])([CH3:3])([CH3:4])[O:5][C:6](=[O:7])[N:8]1[C:9]2([CH2:10][CH2:11][CH2:12]2)[CH2:13][C:14](=[O:17])[CH2:15][CH2:16]1.[C:23](#[N:24])[BH3-:25].[CH3:19][C:20](=[O:21])[O-:22].[CH3:27][OH:28].[NH4+:18].[Na+:26]>>[C:1]([CH3:2])([CH3:3])([CH3:4])[O:5][C:6](=[O:7])[N:8]1[C:9]2([CH2:10][CH2:11][CH2:12]2)[CH2:13][CH:14]([NH2:24])[CH2:15][CH2:16]1. Reactants: C(C)(=O)O[BH-](OC(C)=O)OC(C)=O.[Na+] (Sodium triacetoxyborohydride), N1CCOCC1 (morpholine), COC(C1CN=C(S1)C=1NC2=C(C=C(C=C2C1)OCCOC)N(S(=O)(=O)C=1N(C=CN1)C)C)OC (N-[2-[5-(dimethoxymethyl)-4,5-dihydro-1,3-thiazol-2-yl]-5-(2-methoxyethoxy)-1H-indol-7-yl]-N,1-dimethyl-1H-imidazole-2-sulfonamide), FC(C(=O)O)(F)F (trifluoroacetic acid), S(O)(O)(=O)=O (sulfuric acid). Solvent: O (Water), O (water), O1CCCC1 (tetrahydrofuran). Reaction conditions: temperature 60 celsius, time 3 hour. The product is COCCOC=1C=C2C=C(NC2=C(C1)N(S(=O)(=O)C=1N(C=CN1)C)C)C=1SC(CN1)CN1CCOCC1 (N-{5-(2-methoxyethoxy)-2-[5-(morpholinomethyl)-4,5-dihydro-1,3-thiazol-2-yl]-1H-indol-7-yl}-N,1-dimethyl-1H-imidazole-2-sulfonamide). Yield: 30.0%. Reaction SMILES: CO[CH:3](OC)[CH:4]1[S:8][C:7]([C:9]2[NH:10][C:11]3[C:16]([CH:17]=2)=[CH:15][C:14]([O:18][CH2:19][CH2:20][O:21][CH3:22])=[CH:13][C:12]=3[N:23]([CH3:33])[S:24]([C:27]2[N:28]([CH3:32])[CH:29]=[CH:30][N:31]=2)(=[O:26])=[O:25])=[N:6][CH2:5]1.FC(F)(F)C(O)=O.S(=O)(=O)(O)O.[NH:48]1[CH2:53][CH2:52][O:51][CH2:50][CH2:49]1.C(O[BH-](OC(=O)C)OC(=O)C)(=O)C.[Na+]>O1CCCC1.O>[CH3:22][O:21][CH2:20][CH2:19][O:18][C:14]1[CH:15]=[C:16]2[C:11](=[C:12]([N:23]([CH3:33])[S:24]([C:27]3[N:28]([CH3:32])[CH:29]=[CH:30][N:31]=3)(=[O:25])=[O:26])[CH:13]=1)[NH:10][C:9]([C:7]1[S:8][CH:4]([CH2:3][N:48]3[CH2:53][CH2:52][O:51][CH2:50][CH2:49]3)[CH2:5][N:6]=1)=[CH:17]2 |f:4.5|. Procedure details: To a mixture of N-[2-[5-(dimethoxymethyl)-4,5-dihydro-1,3-thiazol-2-yl]-5-(2-methoxyethoxy)-1H-indol-7-yl]-N,1-dimethyl-1H-imidazole-2-sulfonamide (580 mg), trifluoroacetic acid (7 mL) and water (14 mL) was added concentrated sulfuric acid (7 mL), and the mixture was stirred at 60° C. for 3 hr. The excess trifluoroacetic acid was evaporated under reduced pressure, and the residue was neutralized with sodium hydrogencarbonate. The reaction mixture was extracted with ethyl acetate. The organic lay... Starting materials: Brc1cccnc1, C=Cc1cccc2nc(NCc3ccccc3OC)ccc12. The product is COc1ccccc1CNc1ccc2c(C=Cc3cccnc3)cccc2n1. RXN SMILES: [Br:23][c:24]1[cH:25][n:26][cH:27][cH:28][cH:29]1.[CH3:1][O:2][c:3]1[c:4]([CH2:5][NH:6][c:7]2[n:8][c:9]3[cH:10][cH:11][cH:12][c:13]([CH:17]=[CH2:18])[c:14]3[cH:15][cH:16]2)[cH:19][cH:20][cH:21][cH:22]1>>[CH3:1][O:2][c:3]1[c:4]([CH2:5][NH:6][c:7]2[n:8][c:9]3[cH:10][cH:11][cH:12][c:13]([CH:17]=[CH:18][c:24]4[cH:25][n:26][cH:27][cH:28][cH:29]4)[c:14]3[cH:15][cH:16]2)[cH:19][cH:20][cH:21][cH:22]1. Reactants: Cc1cc(C#N)nc(C)c1C(=O)NCCC(C)N1CCC(NCc2ccsc2)CC1, CCO, ClCCl, Cl, NO, [Na+], O=C([O-])O, O. The product is Cc1cc(C(=N)NO)nc(C)c1C(=O)NCCC(C)N1CCC(NCc2ccsc2)CC1. RXN SMILES: [C:1](#[N:2])[c:3]1[n:4][c:5]([CH3:30])[c:6]([C:7](=[O:8])[NH:9][CH2:10][CH2:11][CH:12]([CH3:13])[N:14]2[CH2:15][CH2:16][CH:17]([NH:20][CH2:21][c:22]3[cH:23][s:24][cH:25][cH:26]3)[CH2:18][CH2:19]2)[c:27]([CH3:29])[cH:28]1.[CH3:34][CH2:35][OH:36].[Cl:37][CH2:38][Cl:39].[ClH:33].[NH2:31][OH:32].[Na+:45].[O-:41][C:42]([OH:43])=[O:44].[OH2:40]>>[C:1](=[NH:2])([c:3]1[n:4][c:5]([CH3:30])[c:6]([C:7](=[O:8])[NH:9][CH2:10][CH2:11][CH:12]([CH3:13])[N:14]2[CH2:15][CH2:16][CH:17]([NH:20][CH2:21][c:22]3[cH:23][s:24][cH:25][cH:26]3)[CH2:18][CH2:19]2)[c:27]([CH3:29])[cH:28]1)[NH:31][OH:32]. The reactants are O (water), FC(C=1C=NNC1)(F)F (4-trifluoromethylpyrazole), FC1=NC(=CC=C1)OC=1C=C(SC1)C(F)(F)F (2-fluoro-6-(2-trifluormethyl-4-thienyloxy)pyridine), [H-].[Na+] (NaH). Procedure: 0.114 g of 4-trifluoromethylpyrazole is introduced in 5 ml of dimethylacetamide under nitrogen and at 0° C. 0.028 g of NaH is added. The mixture is allowed to come to RT over 30 min and then 0.2 g of 2-fluoro-6-(2-trifluormethyl-4-thienyloxy)pyridine is added and the mixture is heated at 80° C. for 9 h, cooled to RT and poured into water. After threefold extraction with ethyl acetate the product is washed with water and saturated sodium chloride solution, dried over MgSO4 and concentrated. Chrom... Reaction SMILES: [F:1][C:2]([F:9])([F:8])[C:3]1[CH:4]=[N:5][NH:6][CH:7]=1.[H-].[Na+].F[C:13]1[CH:18]=[CH:17][CH:16]=[C:15]([O:19][C:20]2[CH:21]=[C:22]([C:25]([F:28])([F:27])[F:26])[S:23][CH:24]=2)[N:14]=1.O>CC(N(C)C)=O>[F:1][C:2]([F:9])([F:8])[C:3]1[CH:4]=[N:5][N:6]([C:13]2[CH:18]=[CH:17][CH:16]=[C:15]([O:19][C:20]3[CH:21]=[C:22]([C:25]([F:26])([F:27])[F:28])[S:23][CH:24]=3)[N:14]=2)[CH:7]=1 |f:1.2|. Isolated yield 14.9%. Product: FC(C=1C=NN(C1)C1=NC(=CC=C1)OC=1C=C(SC1)C(F)(F)F)(F)F (2-(4-trifluoromethylpyrazol-1-yl)-6-(2-trifluoromethyl-4-thienyloxy)pyridine). Run in CC(=O)N(C)C (dimethylacetamide). Reaction conditions: temperature 80 celsius, time 30 minute. Starting materials: C(CCC)C1C(OC2=C1C=CC=C2OC2=C(C=CC=C2)C)=O (3-(n-Butyl)-7-(o-tolyloxy)-2,3-dihydrobenzofuran-2-one), [OH-].[K+] (potassium hydroxide). Solvent: CO (methanol). The product is OC1=C(C=CC=C1OC1=C(C=CC=C1)C)C(C(=O)O)CCCC (2-[2-hydroxy-3-(o-tolyloxy)-phenyl]-n-hexanoic acid). RXN SMILES: [CH2:1]([CH:5]1[C:9]2[CH:10]=[CH:11][CH:12]=[C:13]([O:14][C:15]3[CH:20]=[CH:19][CH:18]=[CH:17][C:16]=3[CH3:21])[C:8]=2[O:7][C:6]1=[O:22])[CH2:2][CH2:3][CH3:4].[OH-:23].[K+]>CO>[OH:7][C:8]1[C:13]([O:14][C:15]2[CH:20]=[CH:19][CH:18]=[CH:17][C:16]=2[CH3:21])=[CH:12][CH:11]=[CH:10][C:9]=1[CH:5]([CH2:1][CH2:2][CH2:3][CH3:4])[C:6]([OH:22])=[O:23] |f:1.2|. Reported procedure: 3-(n-Butyl)-7-(o-tolyloxy)-2,3-dihydrobenzofuran-2-one was treated with potassium hydroxide in methanol in a similar manner to that of Example 21-(10) to give 2-[2-hydroxy-3-(o-tolyloxy)-phenyl]-n-hexanoic acid, mp. 83°-84° C.